This data is from the Open Reaction Database (ORD), a public repository of structured organic reaction records. The task is: describe an organic reaction: reactants, conditions, products, and yield The reactants are C(N)(=O)CCN1C(SC(C1=O)CC(=O)O)C=1SC(=CC1)C#CC1=CC=CC=C1 ([3-(2-carbamoyl-ethyl)-4-oxo-2-(5-phenylethynyl-thiophen-2-yl)-thiazolidin-5-yl]-acetic acid), N1C=C(C2=CC=CC=C12)CCN (3-indolylethylamine), C(#N)P(OCC)(OCC)=O (diethyl cyanophosphonate), C(C)(C)N(CC)C(C)C (diisopropylethylamine). Run in CN(C)C=O (DMF), O (water). Product: N1C=C(C2=CC=CC=C12)CCNC(=O)C[C@@H]1C(N([C@@H](S1)C=1SC(=CC1)C#CC1=CC=CC=C1)CCC(=O)N)=O (3-[(2S*,5R*)-5-{[2-(1H-Indol-3-yl)-ethylcarbamoyl]-methyl}-4-oxo-2-(5-phenylethynyl-thiophen-2-yl)-thiazolidin-3-yl]-propionamide). The yield is 16.4%. RXN SMILES: [C:1]([CH2:4][CH2:5][N:6]1[C:10](=[O:11])[CH:9]([CH2:12][C:13](O)=[O:14])[S:8][CH:7]1[C:16]1[S:17][C:18]([C:21]#[C:22][C:23]2[CH:28]=[CH:27][CH:26]=[CH:25][CH:24]=2)=[CH:19][CH:20]=1)(=[O:3])[NH2:2].[NH:29]1[C:37]2[C:32](=[CH:33][CH:34]=[CH:35][CH:36]=2)[C:31]([CH2:38][CH2:39][NH2:40])=[CH:30]1.C(P(=O)(OCC)OCC)#N.C(N(C(C)C)CC)(C)C>CN(C=O)C.O>[NH:29]1[C:37]2[C:32](=[CH:33][CH:34]=[CH:35][CH:36]=2)[C:31]([CH2:38][CH2:39][NH:40][C:13]([CH2:12][C@H:9]2[S:8][C@@H:7]([C:16]3[S:17][C:18]([C:21]#[C:22][C:23]4[CH:28]=[CH:27][CH:26]=[CH:25][CH:24]=4)=[CH:19][CH:20]=3)[N:6]([CH2:5][CH2:4][C:1]([NH2:2])=[O:3])[C:10]2=[O:11])=[O:14])=[CH:30]1. Reported procedure: A mixture of [3-(2-carbamoyl-ethyl)-4-oxo-2-(5-phenylethynyl-thiophen-2-yl)-thiazolidin-5-yl]-acetic acid (1.36 g,3.28 mmol), 3-indolylethylamine (0.77 g, 4.8 mmol), diethyl cyanophosphonate (0.781 g, 4.8 mmol) and diisopropylethylamine (0.62 g, 4.8 mmol) was stirred in DMF (50 mL) for three hours at room temperature. The mixture was poured into water (100 mL). The product was extracted into ethyl acetate (2×100 mL). The extract was washed successively with sat. NaHCO3, H2O, brine, and then drie...